This data is from the Open Reaction Database (ORD), a public repository of structured organic reaction records. The task is: describe an organic reaction: reactants, conditions, products, and yield Starting materials: ClC1=NC=C(C=N1)CO ((2-chloropyrimidin-5-yl)methanol), ICC (iodoethane), [H-].[Na+] (Sodium hydride). Run in [Cl-].[NH4+] (ammonium chloride), CN(C)C=O (DMF). Run at temperature 0 celsius, time 10 minute. The product is ClC1=NC=C(C=N1)COCC (2-chloro-5-(ethoxymethyl)pyrimidine). As a reaction SMILES: [Cl:1][C:2]1[N:7]=[CH:6][C:5]([CH2:8][OH:9])=[CH:4][N:3]=1.I[CH2:11][CH3:12].[H-].[Na+]>CN(C=O)C.[Cl-].[NH4+]>[Cl:1][C:2]1[N:7]=[CH:6][C:5]([CH2:8][O:9][CH2:11][CH3:12])=[CH:4][N:3]=1 |f:2.3,5.6|. Procedure details: A solution of the (2-chloropyrimidin-5-yl)methanol (1 g, 6.92 mmol) in anhydrous DMF (6.92 ml) was cooled at ice-bath temperature and iodoethane (2.236 ml, 27.7 mmol) added. The solution was stirred for 10 minutes at 0° C. Sodium hydride (0.304 g, 7.61 mmol) was added and the resulting mixture stirred at 0° C. for 0.5 hours and RT for 60 minutes. The mixture was diluted with saturated ammonium chloride (100 mL) and extracted with EtOAc (3×50 mL). The organic fractions were combined, washed with ...